Dataset: the Open Reaction Database (ORD), a public repository of structured organic reaction records. Task: describe an organic reaction: reactants, conditions, products, and yield Starting materials: [OH-].[K+] (KOH), II (iodine), S(=S)(=O)([O-])[O-].[Na+].[Na+] (sodium thiosulfate), [OH-].[K+] (KOH), II (Iodine), ClC1=CC2=C(C(=N1)C)C=NN2 (6-chloro-4-methyl-1H-pyrazolo[4,3-c]pyridine). Run in CCOC(=O)C (EtOAc), CN(C)C=O (DMF). Run at temperature 70 celsius, time 3 hour. Product: ClC1=CC2=C(C(=N1)C)C(=NN2)I (6-chloro-3-iodo-4-methyl-1H-pyrazolo[4,3-c]pyridine). RXN SMILES: [Cl:1][C:2]1[N:7]=[C:6]([CH3:8])[C:5]2[CH:9]=[N:10][NH:11][C:4]=2[CH:3]=1.[OH-].[K+].[I:14]I.S([O-])([O-])(=O)=S.[Na+].[Na+]>CCOC(C)=O.CN(C=O)C>[Cl:1][C:2]1[N:7]=[C:6]([CH3:8])[C:5]2[C:9]([I:14])=[N:10][NH:11][C:4]=2[CH:3]=1 |f:1.2,4.5.6|. Procedure: A 100 mL round bottom flask was charged with 6-chloro-4-methyl-1H-pyrazolo[4,3-c]pyridine (1.20 g, 7.16 mmol) and DMF (28.5 mL). The reaction flask was warmed to 70° C. and KOH (1.2 g, 21.48 mmol) was added. Iodine (5.45 g, 21.48 mmol) was added gradually over 1 h. The reaction mixture was stirred for 3 h then additional KOH (3.2 g, 57.0 mmol) and iodine (15.6 g, 61.5 mmol) were added. The reaction was heated at 70° C. for 2 h. The reaction was poured into saturated sodium thiosulfate (500 mL) a...